From a dataset of the Open Reaction Database (ORD), a public repository of structured organic reaction records. describe an organic reaction: reactants, conditions, products, and yield Starting materials: COc1ncc(C(C)N)cn1, CC#N, CCN(C(C)C)C(C)C, Cc1ccc(N2CCc3ncnc(Cl)c3C2)c(C#N)c1. Product: COc1ncc(C(C)Nc2ncnc3c2CN(c2ccc(C)cc2C#N)CC3)cn1. RXN SMILES: [CH3:21][O:22][c:23]1[n:24][cH:25][c:26]([CH:29]([CH3:30])[NH2:31])[cH:27][n:28]1.[CH3:41][C:42]#[N:43].[CH:32]([N:33]([CH2:34][CH3:35])[CH:36]([CH3:37])[CH3:38])([CH3:39])[CH3:40].[Cl:1][c:2]1[c:3]2[c:4]([n:5][cH:6][n:7]1)[CH2:8][CH2:9][N:10]([c:12]1[c:13]([C:14]#[N:15])[cH:16][c:17]([CH3:20])[cH:18][cH:19]1)[CH2:11]2>>[c:2]1([NH:31][CH:29]([c:26]2[cH:25][n:24][c:23]([O:22][CH3:21])[n:28][cH:27]2)[CH3:30])[c:3]2[c:4]([n:5][cH:6][n:7]1)[CH2:8][CH2:9][N:10]([c:12]1[c:13]([C:14]#[N:15])[cH:16][c:17]([CH3:20])[cH:18][cH:19]1)[CH2:11]2. The reactants are ClCCCl, COc1cc(CC(=O)O)ccc1NC(=O)Nc1ccccc1C, COC(=O)c1ccc(OCC2CC(Oc3ccc4ccccc4c3)CN2)nc1, CN(C)c1ccncc1, Cl, CN(C)C=O, O. Yields the product COC(=O)c1ccc(OCC2CC(Oc3ccc4ccccc4c3)CN2C(=O)Cc2ccc(NC(=O)Nc3ccccc3C)c(OC)c2)nc1. As a reaction SMILES: [CH2:52]([Cl:53])[CH2:54][Cl:55].[CH3:1][O:2][c:3]1[cH:4][c:5]([CH2:20][C:21](=[O:22])[OH:23])[cH:6][cH:7][c:8]1[NH:9][C:10](=[O:11])[NH:12][c:13]1[c:14]([CH3:19])[cH:15][cH:16][cH:17][cH:18]1.[CH3:24][O:25][C:26](=[O:27])[c:28]1[cH:29][cH:30][c:31]([O:34][CH2:35][CH:36]2[NH:37][CH2:38][CH:39]([O:41][c:42]3[cH:43][c:44]4[cH:45][cH:46][cH:47][cH:48][c:49]4[cH:50][cH:51]3)[CH2:40]2)[n:32][cH:33]1.[CH3:58][N:59]([c:60]1[cH:61][cH:62][n:63][cH:64][cH:65]1)[CH3:66].[ClH:56].[O:67]=[CH:68][N:69]([CH3:70])[CH3:71].[OH2:57]>>[CH3:1][O:2][c:3]1[cH:4][c:5]([CH2:20][C:21](=[O:23])[N:37]2[CH:36]([CH2:35][O:34][c:31]3[cH:30][cH:29][c:28]([C:26]([O:25][CH3:24])=[O:27])[cH:33][n:32]3)[CH2:40][CH:39]([O:41][c:42]3[cH:43][c:44]4[cH:45][cH:46][cH:47][cH:48][c:49]4[cH:50][cH:51]3)[CH2:38]2)[cH:6][cH:7][c:8]1[NH:9][C:10](=[O:11])[NH:12][c:13]1[c:14]([CH3:19])[cH:15][cH:16][cH:17][cH:18]1. Starting materials: Cc1cccc(C=O)c1, [Na+], [OH-], O=C(CO)c1ccccc1. Product: Cc1cccc(C2CC(=O)c3ccccc3O2)c1. As a reaction SMILES: [CH3:1][c:2]1[cH:3][cH:4][cH:5][c:6]([CH:7]=[O:8])[cH:9]1.[Na+:21].[OH-:20].[OH:10][CH2:11][C:12](=[O:13])[c:14]1[cH:15][cH:16][cH:17][cH:18][cH:19]1>>[CH3:1][c:2]1[cH:3][cH:4][cH:5][c:6]([CH:7]2[O:8][c:15]3[c:14]([cH:19][cH:18][cH:17][cH:16]3)[C:12](=[O:13])[CH2:11]2)[cH:9]1. Starting materials: CCOC(C)=O, CO, Cl, CC(O)C(NC(=O)OC(C)(C)C)c1ccc(F)c(F)c1. Yields the product Cl, CC(O)C(N)c1ccc(F)c(F)c1. RXN SMILES: [CH3:22][CH2:23][O:24][C:25](=[O:26])[CH3:27].[CH3:28][OH:29].[ClH:1].[F:2][c:3]1[cH:4][c:5]([CH:10]([CH:11]([CH3:12])[OH:13])[NH:14][C:15](=[O:16])[O:17][C:18]([CH3:19])([CH3:20])[CH3:21])[cH:6][cH:7][c:8]1[F:9]>>[ClH:1].[F:2][c:3]1[cH:4][c:5]([CH:10]([CH:11]([CH3:12])[OH:13])[NH2:14])[cH:6][cH:7][c:8]1[F:9].